Dataset: the Open Reaction Database (ORD), a public repository of structured organic reaction records. Task: describe an organic reaction: reactants, conditions, products, and yield The reactants are CN(C)C=O (DMF), FC1=CC=CC2=C1CCC(C(N2)=O)I (6-fluoro-3-iodo-1,3,4,5-tetrahydro-1-benzazepin-2-one), [N-]=[N+]=[N-].[Na+] (sodium azide). The solvent is O (water). Run at time 8 hour. Yields the product N(=[N+]=[N-])C1C(NC2=C(CC1)C(=CC=C2)F)=O (3-Azido-6-fluoro-1,3,4,5-tetrahydro-1-benzazepin-2-one). As a reaction SMILES: CN(C=O)C.[F:6][C:7]1[C:12]2[CH2:13][CH2:14][CH:15](I)[C:16](=[O:18])[NH:17][C:11]=2[CH:10]=[CH:9][CH:8]=1.[N-:20]=[N+:21]=[N-:22].[Na+]>O>[N:20]([CH:15]1[CH2:14][CH2:13][C:12]2[C:7]([F:6])=[CH:8][CH:9]=[CH:10][C:11]=2[NH:17][C:16]1=[O:18])=[N+:21]=[N-:22] |f:2.3|. Procedure: DMF (300 ml) was added to a mixture of 6-fluoro-3-iodo-1,3,4,5-tetrahydro-1-benzazepin-2-one (42.5 g) and sodium azide (13.59 g, 209 mmol) at room temperature and the reaction was stirred overnight. The mixture was diluted with water (2000 mL) and a precipitate formed, which was filtered off and washed with water. The precipitate was taken up in dichloromethane and washed with brine, dried over Na2SO4, filtered, and concentrated. The crude 3-Azido-6-fluoro-1,3,4,5-tetrahydro-1-benzazepin-2-one w... Reactants: COC(=O)c1cc2c3ccccc3n(Cc3ccccc3)c2s1, CC(=O)O, CO, [K+], [OH-], O. Yields the product O=C(O)c1cc2c3ccccc3n(Cc3ccccc3)c2s1. RXN SMILES: [CH2:3]([c:4]1[cH:5][cH:6][cH:7][cH:8][cH:9]1)[n:10]1[c:11]2[c:12]([c:13]3[cH:14][cH:15][cH:16][cH:17][c:18]13)[cH:19][c:20]([C:22](=[O:23])[O:24][CH3:25])[s:21]2.[CH3:26][C:27](=[O:28])[OH:29].[CH3:31][OH:32].[K+:2].[OH-:1].[OH2:30]>>[CH2:3]([c:4]1[cH:5][cH:6][cH:7][cH:8][cH:9]1)[n:10]1[c:11]2[c:12]([c:13]3[cH:14][cH:15][cH:16][cH:17][c:18]13)[cH:19][c:20]([C:22](=[O:23])[OH:24])[s:21]2. Reactants: OS(=O)(=O)O (H2SO4), ClC1=CC=C(C=C1)C(C(=O)C(C(=O)OCC)C(=O)OCC)(C)C (diethyl 2-(2-(4-chlorophenyl)-2-methylpropanoyl)malonate), O (water). Solvent: CCCCCCC (heptane). Conditions: time 1 hour. The product is ClC=1C=C2C(=C(C(C(C2=CC1)(C)C)=O)C(=O)OCC)O (Ethyl 6-chloro-4-hydroxy-1,1-dimethyl-2-oxo-naphthalene-3-carboxylate). The yield is 79.9%. As a reaction SMILES: OS(O)(=O)=O.[Cl:6][C:7]1[CH:12]=[CH:11][C:10]([C:13]([CH3:28])([CH3:27])[C:14]([CH:16]([C:22]([O:24][CH2:25][CH3:26])=[O:23])[C:17](OCC)=[O:18])=[O:15])=[CH:9][CH:8]=1.O>CCCCCCC>[Cl:6][C:7]1[CH:12]=[C:11]2[C:10](=[CH:9][CH:8]=1)[C:13]([CH3:27])([CH3:28])[C:14](=[O:15])[C:16]([C:22]([O:24][CH2:25][CH3:26])=[O:23])=[C:17]2[OH:18]. Reported procedure: Concentrated H2SO4 (5.0 mL, 18.0M) was cooled to −4° C. and treated with diethyl 2-(2-(4-chlorophenyl)-2-methylpropanoyl)malonate (1.00 g, 2.93 mmol). The resulting green solution was warmed to room temperature and allowed to stir for 1 hour. The solution was then poured into a 0° C. chilled mixture of water (10 mL) and heptane (5 mL). The resulting precipitate was collected by vacuum filtration, washed with cold water (10 mL) and heptane (1 mL). The product was dried at 40° C. overnight under v...